Dataset: the Open Reaction Database (ORD), a public repository of structured organic reaction records. Task: describe an organic reaction: reactants, conditions, products, and yield The reactants are C(C)(C)(C)OC(=O)N1CCC(CC1)NC1CCCC=2C=CC=NC12 (4-(5,6,7,8-Tetrahydro-quinolin-8-ylamino)-piperidine-1-carboxylic acid tert-butyl ester), CC=1C(=NC=C(C1)C)C=O (3,5-dimethyl-pyridine-2-carbaldehyde), [BH-](OC(=O)C)(OC(=O)C)OC(=O)C.[Na+] (NaBH(OAc)3). The solvent is C(Cl)Cl (CH2Cl2). Yields the product C(C)(C)(C)OC(=O)N1CCC(CC1)N(C1CCCC=2C=CC=NC12)CC1=NC=C(C=C1C)C (4-[(3,5-Dimethyl-pyridin-2-ylmethyl)-(5,6,7,8-tetrahydro-quinolin-8-yl)-amino]-piperidine-1-carboxylic acid tert-butyl ester). RXN SMILES: [C:1]([O:5][C:6]([N:8]1[CH2:13][CH2:12][CH:11]([NH:14][CH:15]2[C:24]3[N:23]=[CH:22][CH:21]=[CH:20][C:19]=3[CH2:18][CH2:17][CH2:16]2)[CH2:10][CH2:9]1)=[O:7])([CH3:4])([CH3:3])[CH3:2].[CH3:25][C:26]1[C:27]([CH:33]=O)=[N:28][CH:29]=[C:30]([CH3:32])[CH:31]=1.[BH-](OC(C)=O)(OC(C)=O)OC(C)=O.[Na+]>C(Cl)Cl>[C:1]([O:5][C:6]([N:8]1[CH2:9][CH2:10][CH:11]([N:14]([CH2:33][C:27]2[C:26]([CH3:25])=[CH:31][C:30]([CH3:32])=[CH:29][N:28]=2)[CH:15]2[C:24]3[N:23]=[CH:22][CH:21]=[CH:20][C:19]=3[CH2:18][CH2:17][CH2:16]2)[CH2:12][CH2:13]1)=[O:7])([CH3:4])([CH3:2])[CH3:3] |f:2.3|. Procedure details: Using General Procedure B: Reaction of 4-(5,6,7,8-Tetrahydro-quinolin-8-ylamino)-piperidine-1-carboxylic acid tert-butyl ester and 3,5-dimethyl-pyridine-2-carbaldehyde with NaBH(OAc)3 in CH2Cl2 gave 4-[(3,5-Dimethyl-pyridin-2-ylmethyl)-(5,6,7,8-tetrahydro-quinolin-8-yl)-amino]-piperidine-1-carboxylic acid tert-butyl ester as a white solid. Deprotection with TFA using General Procedure F gave (3,5-dimethyl-pyridin-2-ylmethyl)-piperidin-4-yl-(5,6,7,8-tetrahydro-quinolin-8-yl)-amine as a yellow oil... Reaction SMILES: [CH3:48][CH:49]([CH3:50])[CH2:51][CH:52]([OH:53])[CH3:54].[CH3:55][OH:56].[Cl:1][c:2]1[n:3][cH:4][c:5]2[c:11]([n:12]1)[N:10]([CH:13]([CH3:14])[CH3:15])[CH2:9][CH2:8][C:7](=[O:16])[N:6]2[CH3:17].[NH2:18][c:19]1[c:20]([Cl:35])[cH:21][c:22]([C:23](=[O:24])[NH:25][CH:26]2[CH2:27][CH2:28][N:29]([CH3:32])[CH2:30][CH2:31]2)[cH:33][cH:34]1.[OH2:36].[c:37]1([CH3:38])[cH:39][cH:40][c:41]([S:42]([OH:43])(=[O:44])=[O:45])[cH:46][cH:47]1>>[c:2]1([NH:18][c:19]2[c:20]([Cl:35])[cH:21][c:22]([C:23](=[O:24])[NH:25][CH:26]3[CH2:27][CH2:28][N:29]([CH3:32])[CH2:30][CH2:31]3)[cH:33][cH:34]2)[n:3][cH:4][c:5]2[c:11]([n:12]1)[N:10]([CH:13]([CH3:14])[CH3:15])[CH2:9][CH2:8][C:7](=[O:16])[N:6]2[CH3:17]. The product is CC(C)N1CCC(=O)N(C)c2cnc(Nc3ccc(C(=O)NC4CCN(C)CC4)cc3Cl)nc21. Reactants: CC(C)CC(C)O, CO, CC(C)N1CCC(=O)N(C)c2cnc(Cl)nc21, CN1CCC(NC(=O)c2ccc(N)c(Cl)c2)CC1, O, Cc1ccc(S(=O)(=O)O)cc1.